Dataset: the Open Reaction Database (ORD), a public repository of structured organic reaction records. Task: describe an organic reaction: reactants, conditions, products, and yield RXN SMILES: [F:1][C:2]1[CH:14]=[CH:13][C:5]([CH2:6][CH:7]2[CH2:12][CH2:11][NH:10][CH2:9][CH2:8]2)=[CH:4][CH:3]=1.Cl[CH2:16][C:17]([NH:19][C:20]1[CH:25]=[CH:24][C:23]([Cl:26])=[C:22]([Cl:27])[CH:21]=1)=[O:18].C(=O)([O-])[O-].[K+].[K+]>CN(C=O)C>[F:1][C:2]1[CH:3]=[CH:4][C:5]([CH2:6][CH:7]2[CH2:8][CH2:9][N:10]([CH2:16][C:17]([NH:19][C:20]3[CH:25]=[CH:24][C:23]([Cl:26])=[C:22]([Cl:27])[CH:21]=3)=[O:18])[CH2:11][CH2:12]2)=[CH:13][CH:14]=1 |f:2.3.4|. Run at time 12 hour. Reactants: FC1=CC=C(CC2CCNCC2)C=C1 (4-(4-fluorobenzyl)piperidine), ClCC(=O)NC1=CC(=C(C=C1)Cl)Cl (2-Chloro-N-(3,4-dichlorophenyl)acetamide), C([O-])([O-])=O.[K+].[K+] (potassium carbonate). Product: FC1=CC=C(CC2CCN(CC2)CC(=O)NC2=CC(=C(C=C2)Cl)Cl)C=C1 (2-[4-(4-Fluorobenzyl)-1-piperidinyl]-N-(3,4-dichlorophenyl)acetamide). Procedure: To a solution of 4-(4-fluorobenzyl)piperidine (4.25 g, 22.0 mmol) in DMF (50 mL) were added 2-chloro-N-(3,4-dichlorophenyl)acetamide (Reference Example 70-1, 4.77 g, 20.0 mmol) and potassium carbonate (3.04 g, 22.0 mmol), successively, and the mixture was stirred at room temperature for 12 hours. The reaction mixture was concentrated under reduced pressure, and to the concentrate was added ethyl acetate (70 mL). The organic layer was washed with water (20 mL, 10 mL×2), saturated sodium chloride ... Run in CN(C)C=O (DMF). Yield: 74.6%. The reactants are C1=CC=C(C=C1)C(=O)CCOC2=CC=CC=C2 (4-phenoxypropiophenone), C[Si](C)(C)C(SC)SC (Trimethylsilyl-bis(methylthio)methane), CCCCCC (hexane), C(CCC)[Li] (n-butyl lithium), [Cl-].[Na+] (sodium chloride). The solvent is O1CCCC1 (tetrahydrofuran), O1CCCC1 (tetrahydrofuran). Run at temperature -73 celsius, time 30 minute. Yields the product CSC(=C(CC)C1=CC=C(C=C1)OC1=CC=CC=C1)SC (1,1-Bis(methylthio)-2-(4-phenoxyphenyl)-1 butene). Isolated yield 96.2%. Reaction SMILES: C[Si]([CH:5]([S:8][CH3:9])[S:6][CH3:7])(C)C.CCCCCC.C([Li])CCC.[CH:21]1[CH:26]=[CH:25][C:24]([C:27]([CH2:29][CH2:30][O:31][C:32]2[CH:37]=[CH:36][CH:35]=[CH:34][CH:33]=2)=O)=[CH:23][CH:22]=1.[Cl-].[Na+]>O1CCCC1>[CH3:7][S:6][C:5]([S:8][CH3:9])=[C:25]([C:24]1[CH:23]=[CH:22][C:30]([O:31][C:32]2[CH:33]=[CH:34][CH:35]=[CH:36][CH:37]=2)=[CH:29][CH:27]=1)[CH2:26][CH3:21] |f:4.5|. Procedure: Trimethylsilyl-bis(methylthio)methane, 2.65 g, was dissolved in 15 ml of tetrahydrofuran and 7 ml of 1.6 mole hexane solution of n-butyl lithium was dropwise added to the solution in an argon flow under ice cooling. The mixture was stirred at the same temperature for 30 minutes. After cooling to -73° C., a solution of 2.26 g of 4-phenoxypropiophenone in 5 ml of tetrahydrofuran was dropwise added to the mixture. Then, the temperature was gradually elevated to room temperature followed by stirring...